describe an organic reaction: reactants, conditions, products, and yield From a dataset of the Open Reaction Database (ORD), a public repository of structured organic reaction records. The reactants are CN(P(SC1=C(C(=CC=C1)C)C)(N(C)C)=O)C (S-(2,3-Dimethylphenyl) N,N,N',N'-tetramethylphosphorodiamidothioate), C(=O)(O)[O-].[Na+] (NaHCO3). Run in C(=O)O (formic acid). Product: CC1=CC=CC=2SC(=CC21)C2=CC=CC=C2 (4-Methyl-2-phenylbenzo [b]thiophene). Reaction SMILES: CN(C)P(=O)(N(C)C)[S:4][C:5]1[CH:10]=[CH:9][CH:8]=[C:7]([CH3:11])[C:6]=1[CH3:12].C([O-])(O)=O.[Na+]>C(O)=O>[CH3:11][C:7]1[C:6]2[CH:12]=[C:12]([C:6]3[CH:7]=[CH:8][CH:9]=[CH:10][CH:5]=3)[S:4][C:5]=2[CH:10]=[CH:9][CH:8]=1 |f:1.2|. Procedure: 11 g (29.2 mmol) of the compound from Example XII are boiled under reflux in 50 ml of formic acid for 1 hour. The residue is neutralized with NaHCO3 solution and extracted with ethyl acetate and the extract is chromatographed over silica gel. The by-product from Example XIII can be removed particularly easily at this stage by distillation under a high vacuum, the title compound remaining as a solid. Starting materials: CC(C)(C)OC(=O)NC(Cc1ccccc1)C(=O)CCC(=O)N1CCCC1C(=O)OCc1ccccc1, [H][H]. Product: CC(C)(C)OC(=O)NC(Cc1ccccc1)C(=O)CCC(=O)N1CCCC1C(=O)O. As a reaction SMILES: [CH2:1]([c:2]1[cH:3][cH:4][cH:5][cH:6][cH:7]1)[O:8][C:9]([CH:10]1[N:11]([C:15]([CH2:16][CH2:17][C:18]([CH:19]([CH2:20][c:21]2[cH:22][cH:23][cH:24][cH:25][cH:26]2)[NH:27][C:28](=[O:29])[O:30][C:31]([CH3:32])([CH3:33])[CH3:34])=[O:35])=[O:36])[CH2:12][CH2:13][CH2:14]1)=[O:37].[H:38][H:39]>>[O:8]=[C:9]([CH:10]1[N:11]([C:15]([CH2:16][CH2:17][C:18]([CH:19]([CH2:20][c:21]2[cH:22][cH:23][cH:24][cH:25][cH:26]2)[NH:27][C:28](=[O:29])[O:30][C:31]([CH3:32])([CH3:33])[CH3:34])=[O:35])=[O:36])[CH2:12][CH2:13][CH2:14]1)[OH:37]. Reactants: C(C1=CC=CC=C1)OC=1C=CC(=C2C=CC(NC12)=O)[C@H](CNCCC1=CC=C(C=C1)NC(=O)C=1C=C(C=CC1)S(=O)(=O)C=1C=C2C(=C(C=NC2=C(C1)C)C(=O)N)NC1=CC(=CC=C1)OC)O ((R)-6-[[3-[[4-[2-[[2-[8-(Benzyloxy)-2-oxo-1,2-dihydroquinolin-5-yl]-2-hydroxyethyl]amino]ethyl]phenyl]carbamoyl]phenyl]sulfonyl]-4-[(3-methoxyphenyl)amino]-8-methylquinoline-3-carboxamide), C(C1=CC=CC=C1)OC=1C=CC(=C2C=CC(NC12)=O)[C@H](CNC(CC=1C=C(C(=O)N(C)CC=2C=C(C=CC2)S(=O)(=O)C=2C=C3C(=C(C=NC3=C(C2)C)C(=O)N)NC2=CC(=CC=C2)OC)C=CC1)(C)C)O[Si](C)(C)C(C)(C)C ((R)-6-((3-((3-(2-((2-(8-(benzyloxy)-2-oxo-1,2-dihydroquinolin-5-yl)-2-((tert-butyldimethylsilyl)oxy)ethyl)amino)-2-methylpropyl)-N-methylbenzamido)methyl)phenyl)sulfonyl)-4-((3-methoxyphenyl)amino)-8-methylquinoline-3-carboxamide), C55H54N6NaO8S. The product is C(C1=CC=CC=C1)OC=1C=CC(=C2C=CC(NC12)=O)[C@H](CNC(CC=1C=C(C(=O)N(C)CC=2C=C(C=CC2)S(=O)(=O)C=2C=C3C(=C(C=NC3=C(C2)C)C(=O)N)NC2=CC(=CC=C2)OC)C=CC1)(C)C)O ((R)-6-((3-((3-(2-((2-(8-(benzyloxy)-2-oxo-1,2-dihydroquinolin-5-yl)-2-hydroxyethyl)amino)-2-methylpropyl)-N-methylbenzamido)methyl)phenyl)sulfonyl)-4-((3-methoxyphenyl)amino)-8-methylquinoline-3-carboxamide). Reaction SMILES: C(OC1C=CC([C@@H](O)CNCCC2C=CC(NC(C3C=C(S(C4C=C5C(=C(C)C=4)N=CC(C(N)=O)=C5NC4C=CC=C(OC)C=4)(=O)=O)C=CC=3)=O)=CC=2)=C2C=1NC(=O)C=C2)C1C=CC=CC=1.[CH2:67]([O:74][C:75]1[CH:76]=[CH:77][C:78]([C@@H:86]([O:136][Si](C(C)(C)C)(C)C)[CH2:87][NH:88][C:89]([CH3:135])([CH3:134])[CH2:90][C:91]2[CH:92]=[C:93]([CH:131]=[CH:132][CH:133]=2)[C:94]([N:96]([CH2:98][C:99]2[CH:100]=[C:101]([S:105]([C:108]3[CH:109]=[C:110]4[C:115](=[C:116]([CH3:118])[CH:117]=3)[N:114]=[CH:113][C:112]([C:119]([NH2:121])=[O:120])=[C:111]4[NH:122][C:123]3[CH:128]=[CH:127][CH:126]=[C:125]([O:129][CH3:130])[CH:124]=3)(=[O:107])=[O:106])[CH:102]=[CH:103][CH:104]=2)[CH3:97])=[O:95])=[C:79]2[C:84]=1[NH:83][C:82](=[O:85])[CH:81]=[CH:80]2)[C:68]1[CH:73]=[CH:72][CH:71]=[CH:70][CH:69]=1>>[CH2:67]([O:74][C:75]1[CH:76]=[CH:77][C:78]([C@@H:86]([OH:136])[CH2:87][NH:88][C:89]([CH3:134])([CH3:135])[CH2:90][C:91]2[CH:92]=[C:93]([CH:131]=[CH:132][CH:133]=2)[C:94]([N:96]([CH2:98][C:99]2[CH:100]=[C:101]([S:105]([C:108]3[CH:109]=[C:110]4[C:115](=[C:116]([CH3:118])[CH:117]=3)[N:114]=[CH:113][C:112]([C:119]([NH2:121])=[O:120])=[C:111]4[NH:122][C:123]3[CH:128]=[CH:127][CH:126]=[C:125]([O:129][CH3:130])[CH:124]=3)(=[O:107])=[O:106])[CH:102]=[CH:103][CH:104]=2)[CH3:97])=[O:95])=[C:79]2[C:84]=1[NH:83][C:82](=[O:85])[CH:81]=[CH:80]2)[C:68]1[CH:69]=[CH:70][CH:71]=[CH:72][CH:73]=1. Procedure details: The title compound was synthesized in a manner analogous to that described for Intermediate 144, using Intermediate 143 as a substrate. ES/MS calcd. for C55H54N6NaO8S+ 981.4. Found m/z=981.4 (M+Na)+.